From a dataset of the Open Reaction Database (ORD), a public repository of structured organic reaction records. describe an organic reaction: reactants, conditions, products, and yield Reactants: NCCSCC1=C(N=CO1)C (5-[(2-Aminoethyl)thiomethyl]-4-methyloxazole), C(C1=CC=CC=C1)(=O)N=C=S (benzoyl isothiocyanate). The product is C(C1=CC=CC=C1)(=O)NC(=S)NCCSCC1=C(N=CO1)C (N-benzoyl-N'-[2-((4-methyl-5-oxazolyl)methylthio)ethyl]thiourea). As a reaction SMILES: [NH2:1][CH2:2][CH2:3][S:4][CH2:5][C:6]1[O:10][CH:9]=[N:8][C:7]=1[CH3:11].[C:12]([N:20]=[C:21]=[S:22])(=[O:19])[C:13]1[CH:18]=[CH:17][CH:16]=[CH:15][CH:14]=1>>[C:12]([NH:20][C:21]([NH:1][CH2:2][CH2:3][S:4][CH2:5][C:6]1[O:10][CH:9]=[N:8][C:7]=1[CH3:11])=[S:22])(=[O:19])[C:13]1[CH:18]=[CH:17][CH:16]=[CH:15][CH:14]=1. Reported procedure: 5-[(2-Aminoethyl)thiomethyl]-4-methyloxazole is reacted with benzoyl isothiocyanate by the procedure of Example 18 to give N-benzoyl-N'-[2-((4-methyl-5-oxazolyl)methylthio)ethyl]thiourea. Removing the benzoyl group by the procedure of Example 18 gives N-[2-((4-methyl-5-oxazolyl)methylthio)ethyl]thiourea. Starting materials: CS(=O)(=O)OCCC1=CC=C(C=C1)C (2-(4-methylphenyl)ethanol methanesulfonate), N1C=NC=C1 (1H-imidazole), C([O-])([O-])=O.[K+].[K+] (potassium carbonate). The solvent is O1CCCC1 (tetrahydrofuran). Conditions: time 18 hour. Product: CC1=CC=C(C=C1)CCN1C=NC=C1 (1-[2-(4-methylphenyl)ethyl]-1H-imidazole). The yield is 80.0%. RXN SMILES: CS(O[CH2:6][CH2:7][C:8]1[CH:13]=[CH:12][C:11]([CH3:14])=[CH:10][CH:9]=1)(=O)=O.[NH:15]1[CH:19]=[CH:18][N:17]=[CH:16]1.C(=O)([O-])[O-].[K+].[K+]>O1CCCC1>[CH3:14][C:11]1[CH:12]=[CH:13][C:8]([CH2:7][CH2:6][N:15]2[CH:19]=[CH:18][N:17]=[CH:16]2)=[CH:9][CH:10]=1 |f:2.3.4|. Reported procedure: A mixture of 28.9 g of 2-(4-methylphenyl)ethanol methanesulfonate, 18.6 g of 1H-imidazole, 22.7 g of potassium carbonate and 600 ml of tetrahydrofuran was stirred for 18 hours at reflux temperature. After cooling, the reaction mixture was evaporated and the residue was taken up in water and extracted with 4-methyl-2-pentanone. The extract was dried, filtered and evaporated and the residue was destilled (13.3 Pa; 120° C.), yielding 20.1 g (83.0%) of 1-[2-(4-methylphenyl)ethyl]-1H-imidazole (inter... Starting materials: COCCOCCO, Cc1ccccc1, CCOC(C)=O, Cc1ccccc1C(=O)c1ccc(Nc2ccccc2NC(=O)CCC(=O)O)cc1Cl, O, c1ccc(P(c2ccccc2)c2ccccc2)cc1. Product: COCCOCCOC(=O)CCC(=O)Nc1ccccc1Nc1ccc(C(=O)c2ccccc2C)c(Cl)c1. RXN SMILES: [CH3:51][O:52][CH2:53][CH2:54][O:55][CH2:56][CH2:57][OH:58].[CH3:60][c:61]1[cH:62][cH:63][cH:64][cH:65][cH:66]1.[CH3:67][CH2:68][O:69][C:70]([CH3:71])=[O:72].[Cl:1][c:2]1[cH:3][c:4]([NH:17][c:18]2[c:19]([NH:24][C:25]([CH2:26][CH2:27][C:28](=[O:29])[OH:30])=[O:31])[cH:20][cH:21][cH:22][cH:23]2)[cH:5][cH:6][c:7]1[C:8]([c:9]1[c:10]([CH3:15])[cH:11][cH:12][cH:13][cH:14]1)=[O:16].[OH2:59].[c:32]1([P:33]([c:34]2[cH:35][cH:36][cH:37][cH:38][cH:39]2)[c:40]2[cH:41][cH:42][cH:43][cH:44][cH:45]2)[cH:46][cH:47][cH:48][cH:49][cH:50]1>>[Cl:1][c:2]1[cH:3][c:4]([NH:17][c:18]2[c:19]([NH:24][C:25]([CH2:26][CH2:27][C:28]([O:29][CH2:57][CH2:56][O:55][CH2:54][CH2:53][O:52][CH3:51])=[O:30])=[O:31])[cH:20][cH:21][cH:22][cH:23]2)[cH:5][cH:6][c:7]1[C:8]([c:9]1[c:10]([CH3:15])[cH:11][cH:12][cH:13][cH:14]1)=[O:16]. Starting materials: ClC1=C(OCC(=O)O)C=CC(=C1)Cl ((2,4-dichloro-phenoxy)acetic acid), COC(C1=CN=CC(=C1)N)=O (5-amino nicotinic acid methyl ester), CCN(C(C)C)C(C)C (DIPEA), C(CCl)Cl (EDC), C=1C=CC2=C(C1)N=NN2O (HOBt), CN(C)C=O (DMF). The product is ClC1=C(OCC(=O)NC=2C=C(C(=O)NCCCN3CCOCC3)C=CC2)C=CC(=C1)Cl (3-[2-(2,4-dichloro-phenoxy)-acetylamino]-N-(3-morpholine-4-yl-propyl)-benzamide). The yield is 60.0%. Reaction SMILES: [Cl:1][C:2]1[CH:12]=[C:11]([Cl:13])[CH:10]=[CH:9][C:3]=1[O:4][CH2:5][C:6]([OH:8])=O.C[O:15]C(=O)C1C=C(N)C=NC=1.[CH3:25][CH2:26][N:27]([CH:31]([CH3:33])C)[CH:28]([CH3:30])C.C(Cl)CCl.[CH:38]1[CH:39]=[CH:40][C:41]2N(O)N=[N:44][C:42]=2[CH:43]=1.[CH3:48][N:49]([CH:51]=[O:52])C>>[Cl:1][C:2]1[CH:12]=[C:11]([Cl:13])[CH:10]=[CH:9][C:3]=1[O:4][CH2:5][C:6]([NH:44][C:42]1[CH:41]=[C:40]([CH:39]=[CH:38][CH:43]=1)[C:51]([NH:49][CH2:48][CH2:33][CH2:31][N:27]1[CH2:26][CH2:25][O:15][CH2:30][CH2:28]1)=[O:52])=[O:8]. Procedure details: To solution of (2,4-dichloro-phenoxy)acetic acid (192.7 mg, 0.87 mmol), 5-amino nicotinic acid methyl ester (200 mg, 1.31 mmol) and DIPEA (169.8 mg, 1.31 mmol) in DMF 5 mL was added EDC (252 mg, 1.31 mmol) and HOBt (177.62 mg, 1.31 mmol) at room temperature. Reaction mixture was stirred at room temperature, poured onto ice cold water, extracted with ethyl acetate, sequentially washed with aqueous sodium bicarbonate, brine and water, dried over anhydrous MgSO4, and concentrated. The residue was p... RXN SMILES: [CH2:5]1[CH2:6][NH:7][CH2:8][CH2:9]1.[CH3:10][C:11]([CH3:12])=[O:13].[CH3:1][C:2](=[O:3])[OH:4].[F:14][c:15]1[cH:16][cH:17][c:18]([CH:21]([CH2:22][CH2:23][CH2:24][CH2:25][CH2:26][C:27](=[O:28])[O:29][CH2:30][CH3:31])[c:32]2[c:33]([CH3:43])[c:34]([CH:41]=[O:42])[c:35]([CH3:40])[c:36]([CH3:39])[c:37]2[OH:38])[cH:19][cH:20]1.[OH2:44]>>[CH:10]([C:11]([CH3:12])=[O:13])=[CH:41][c:34]1[c:33]([CH3:43])[c:32]([CH:21]([c:18]2[cH:17][cH:16][c:15]([F:14])[cH:20][cH:19]2)[CH2:22][CH2:23][CH2:24][CH2:25][CH2:26][C:27](=[O:28])[O:29][CH2:30][CH3:31])[c:37]([OH:38])[c:36]([CH3:39])[c:35]1[CH3:40]. Product: CCOC(=O)CCCCCC(c1ccc(F)cc1)c1c(C)c(C=CC(C)=O)c(C)c(C)c1O. The reactants are C1CCNC1, CC(C)=O, CC(=O)O, CCOC(=O)CCCCCC(c1ccc(F)cc1)c1c(C)c(C=O)c(C)c(C)c1O, O. The reactants are NC(=O)c1ccc(Oc2ccc3c(c2)CCCNC3)nc1, CCOC(C)=O, ClCCN1CCOCC1, Cl, [K+], [K+], O=C([O-])[O-], CN(C)C=O. The product is NC(=O)c1ccc(Oc2ccc3c(c2)CCCN(CCN2CCOCC2)C3)nc1. Reaction SMILES: [CH2:1]1[NH:2][CH2:3][CH2:4][CH2:5][c:6]2[c:7]1[cH:8][cH:9][c:10]([O:12][c:13]1[n:14][cH:15][c:16]([C:17](=[O:18])[NH2:19])[cH:20][cH:21]1)[cH:11]2.[CH3:38][CH2:39][O:40][C:41](=[O:42])[CH3:43].[Cl:29][CH2:30][CH2:31][N:32]1[CH2:33][CH2:34][O:35][CH2:36][CH2:37]1.[ClH:28].[K+:22].[K+:23].[O-:24][C:25]([O-:26])=[O:27].[O:44]=[CH:45][N:46]([CH3:47])[CH3:48]>>[CH2:1]1[N:2]([CH2:30][CH2:31][N:32]2[CH2:33][CH2:34][O:35][CH2:36][CH2:37]2)[CH2:3][CH2:4][CH2:5][c:6]2[c:7]1[cH:8][cH:9][c:10]([O:12][c:13]1[n:14][cH:15][c:16]([C:17](=[O:18])[NH2:19])[cH:20][cH:21]1)[cH:11]2. Reactants: C(C)I (ethyl iodide), C1(=CC=CC=C1)C=1ON=C2C1C=CC=C2CC(=O)O (3-phenyl-2,1-benzisoxazol-7-acetic acid), O (water). Run in CN(C=O)C (dimethylformamide). Conditions: time 10 minute. Yields the product C(C)OC(CC1=CC=CC2=C(ON=C21)C2=CC=CC=C2)=O (3-Phenyl-2,1-benzisoxazole-7-acetic acid ethyl ester). Isolated yield 5.9%. Reaction SMILES: [C:1]1([C:7]2[O:8][N:9]=[C:10]3[C:15]([CH2:16][C:17]([OH:19])=[O:18])=[CH:14][CH:13]=[CH:12][C:11]=23)[CH:6]=[CH:5][CH:4]=[CH:3][CH:2]=1.[CH2:20](I)[CH3:21].O>CN(C)C=O>[CH2:20]([O:18][C:17](=[O:19])[CH2:16][C:15]1[C:10]2[C:11](=[C:7]([C:1]3[CH:2]=[CH:3][CH:4]=[CH:5][CH:6]=3)[O:8][N:9]=2)[CH:12]=[CH:13][CH:14]=1)[CH3:21]. Procedure: To a stirred slurry of 0.7 g (0.014 mole) of washed (petroleum ether), 50% sodium hydride/oil in 5 ml of dry dimethylformamide was added a solution of 2.9 g (0.012 mole) of 3-phenyl-2,1-benzisoxazol-7-acetic acid in 15 ml of dimethylformamide. The mixture was stirred at ambient temperature for 10 minutes and then 2.0 g (0.013 mole) of ethyl iodide was added. The dark solution was stirred at ambient temperature for 1 hr and then poured into 500 ml of water and let stand overnight. The mixture was...